This data is from the Open Reaction Database (ORD), a public repository of structured organic reaction records. The task is: describe an organic reaction: reactants, conditions, products, and yield Reactants: NCC=1C(=C(C(=CC1)Cl)OC=1C=C(C#N)C=C(C1)Br)F (3-{[3-(aminomethyl)-6-chloro-2-fluorophenyl]oxy}-5-bromobenzonitrile), C(#N)[Zn]C#N (dicyanozinc). The reagents and catalysts are C=1C=CC(=CC1)[P](C=2C=CC=CC2)(C=3C=CC=CC3)[Pd]([P](C=4C=CC=CC4)(C=5C=CC=CC5)C=6C=CC=CC6)([P](C=7C=CC=CC7)(C=8C=CC=CC8)C=9C=CC=CC9)[P](C=1C=CC=CC1)(C=1C=CC=CC1)C=1C=CC=CC1 (tetrakis(triphenylphosphine)palladium(0)). The solvent is CCOC(=O)C (EtOAc), CN(C)C=O (DMF). Run at temperature 120 celsius. Product: NCC=1C(=C(C(=CC1)Cl)OC=1C=C(C=C(C1)C#N)C#N)F (5-{[3-(aminomethyl)-6-chloro-2-fluorophenyl]oxy}-1,3-benzenedicarbonitrile). Isolated yield 77.8%. As a reaction SMILES: [NH2:1][CH2:2][C:3]1[C:4]([F:20])=[C:5]([O:10][C:11]2[CH:12]=[C:13]([CH:16]=[C:17](Br)[CH:18]=2)[C:14]#[N:15])[C:6]([Cl:9])=[CH:7][CH:8]=1.[C:21]([Zn]C#N)#[N:22]>CN(C=O)C.CCOC(C)=O.C1C=CC([P]([Pd]([P](C2C=CC=CC=2)(C2C=CC=CC=2)C2C=CC=CC=2)([P](C2C=CC=CC=2)(C2C=CC=CC=2)C2C=CC=CC=2)[P](C2C=CC=CC=2)(C2C=CC=CC=2)C2C=CC=CC=2)(C2C=CC=CC=2)C2C=CC=CC=2)=CC=1>[NH2:1][CH2:2][C:3]1[C:4]([F:20])=[C:5]([O:10][C:11]2[CH:12]=[C:13]([C:14]#[N:15])[CH:16]=[C:17]([C:21]#[N:22])[CH:18]=2)[C:6]([Cl:9])=[CH:7][CH:8]=1 |^1:40,42,61,80|. Reported procedure: 3-{[3-(aminomethyl)-6-chloro-2-fluorophenyl]oxy}-5-bromobenzonitrile (0.355 g, 0.998 mmol) was combined with dicyanozinc (0.100 g, 0.852 mmol) and tetrakis(triphenylphosphine)palladium(0) (0.115 g, 0.100 mmol) in DMF (3 mL) and heated at 120° C. for 25 min in a microwave reactor under an inert atmosphere. The reaction mixture was diluted with EtOAc, washed twice with saturated aqueous NaHCO3 and twice with water, dried over MgSO4, filtered and concentrated to dryness. The residue was dissolved i... Starting materials: NC1=C(C(=NN1C1=C(C=C(C=C1Cl)C(F)(F)F)Cl)C#N)C1=C(C=CC=C1)C(F)(F)F (5-amino-3-cyano-1-(2,6-dichloro-4-trifluoromethylphenyl)-4-(2-trifluoromethylphenyl)pyrazole), N(=O)OC(C)(C)C (t-butyl nitrite). Solvent: O1CCCC1 (tetrahydrofuran). Run at temperature 65 celsius. Yields the product C(#N)C1=NN(C=C1C1=C(C=CC=C1)C(F)(F)F)C1=C(C=C(C=C1Cl)C(F)(F)F)Cl (3-Cyano-1-(2,6-dichloro-4-trifluoromethylphenyl)-4-(2-trifluoromethylphenyl)pyrazole). As a reaction SMILES: N[C:2]1[N:6]([C:7]2[C:12]([Cl:13])=[CH:11][C:10]([C:14]([F:17])([F:16])[F:15])=[CH:9][C:8]=2[Cl:18])[N:5]=[C:4]([C:19]#[N:20])[C:3]=1[C:21]1[CH:26]=[CH:25][CH:24]=[CH:23][C:22]=1[C:27]([F:30])([F:29])[F:28].N(OC(C)(C)C)=O>O1CCCC1>[C:19]([C:4]1[C:3]([C:21]2[CH:26]=[CH:25][CH:24]=[CH:23][C:22]=2[C:27]([F:30])([F:29])[F:28])=[CH:2][N:6]([C:7]2[C:12]([Cl:13])=[CH:11][C:10]([C:14]([F:17])([F:15])[F:16])=[CH:9][C:8]=2[Cl:18])[N:5]=1)#[N:20]. Procedure: To a solution of 5-amino-3-cyano-1-(2,6-dichloro-4-trifluoromethylphenyl)-4-(2-trifluoromethylphenyl)pyrazole (0.114 g) in tetrahydrofuran (2.5 ml) was added t-butyl nitrite (87 μl). The mixture was heated to 65° C. for 1 hour, then cooled and evaporated. The residue was taken up in t-butanol and freeze dried to give the title compound as a pale brown solid, m.p. 142-3° C.